This data is from the Open Reaction Database (ORD), a public repository of structured organic reaction records. The task is: describe an organic reaction: reactants, conditions, products, and yield The reactants are O (water), [H-].[Na+] (Sodium hydride), [Na] (sodium), O1CCCC1 (tetrahydrofuran), C(C)(=O)O[C@H]1C[C@@H]2CC[C@H]3[C@@H]4CCC([C@@]4(C)CC([C@@H]3[C@]2(CC1)C)=O)=O (3α-acetoxy-5α-androstane-11,17-dione), O1CCCC1 (tetrahydrofuran). Reagents/catalysts: [Br-].C[P+](C1=CC=CC=C1)(C1=CC=CC=C1)C1=CC=CC=C1 (Methyl triphenylphosphonium bromide). Product: C(C)(=O)O[C@H]1C[C@@H]2CC[C@H]3[C@@H]4CCC([C@@]4(C)CC([C@@H]3[C@]2(CC1)C)=O)=C (3α-Acetoxy-17-methylene-5α-androstan-11-one). RXN SMILES: [H-].[Na+].[Na].[C:4]([O:7][C@@H:8]1[CH2:25][CH2:24][C@@:23]2([CH3:26])[C@@H:10]([CH2:11][CH2:12][C@@H:13]3[C@@H:22]2[C:21](=[O:27])[CH2:20][C@@:18]2([CH3:19])[C@H:14]3[CH2:15][CH2:16][C:17]2=O)[CH2:9]1)(=O)[CH3:5].[OH2:29].O1CCC[CH2:31]1>[Br-].C[P+](C1C=CC=CC=1)(C1C=CC=CC=1)C1C=CC=CC=1>[C:4]([O:7][C@@H:8]1[CH2:25][CH2:24][C@@:23]2([CH3:26])[C@@H:10]([CH2:11][CH2:12][C@@H:13]3[C@@H:22]2[C:21](=[O:27])[CH2:20][C@@:18]2([CH3:19])[C@H:14]3[CH2:15][CH2:16][C:17]2=[CH2:31])[CH2:9]1)(=[O:29])[CH3:5] |f:0.1,6.7,^1:2|. Reported procedure: Sodium hydride (0.330 g) was carefully added to sodium dried tetrahydrofuran (10 ml) under nitrogen. Methyl triphenylphosphonium bromide (4.9 g) was added as a suspension in dry tetrahydrofuran (30 ml) followed by 3α-acetoxy-5α-androstane-11,17-dione (1.2 g) also in dry tetrahydrofuran (20 ml). The reaction mixture was refluxed for 3/4 hr. then cooled and poured into water. The product was extracted into ethyl acetate and the organic solution was washed with water, dried (Na2SO4) and evaporated.... Reactants: OCCNS(=O)(=O)C1=CC=C(C=C1)B(O)O ((4-{[(2-hydroxyethyl)amino]sulfonyl}phenyl)boronic acid), BrC1=CC=C(C=C1)OCC1CCN(CC1)C1=NC(=NO1)C(C)C (4-{[(4-Bromophenyl)oxy]methyl}-1-[3-(1-methylethyl)-1,2,4-oxadiazol-5-yl]piperidine), C(=O)([O-])[O-].[Na+].[Na+] (Na2CO3). The reagents and catalysts are Cl[Pd]([P](C1=CC=CC=C1)(C2=CC=CC=C2)C3=CC=CC=C3)([P](C4=CC=CC=C4)(C5=CC=CC=C5)C6=CC=CC=C6)Cl (Pd(PPh3)2Cl2). Solvent: COCCOC (DME). Yields the product OCCNS(=O)(=O)C1=CC=C(C=C1)C1=CC=C(C=C1)OCC1CCN(CC1)C1=NC(=NO1)C(C)C (N-(2-Hydroxyethyl)-4′-[({1-[3-(1-methylethyl)-1,2,4-oxadiazol-5-yl]-4-piperidinyl}methyl)oxy]-4-biphenylsulfonamide). Yield: 2.0%. As a reaction SMILES: [OH:1][CH2:2][CH2:3][NH:4][S:5]([C:8]1[CH:13]=[CH:12][C:11](B(O)O)=[CH:10][CH:9]=1)(=[O:7])=[O:6].Br[C:18]1[CH:23]=[CH:22][C:21]([O:24][CH2:25][CH:26]2[CH2:31][CH2:30][N:29]([C:32]3[O:36][N:35]=[C:34]([CH:37]([CH3:39])[CH3:38])[N:33]=3)[CH2:28][CH2:27]2)=[CH:20][CH:19]=1.C([O-])([O-])=O.[Na+].[Na+]>Cl[Pd](Cl)([P](C1C=CC=CC=1)(C1C=CC=CC=1)C1C=CC=CC=1)[P](C1C=CC=CC=1)(C1C=CC=CC=1)C1C=CC=CC=1.COCCOC>[OH:1][CH2:2][CH2:3][NH:4][S:5]([C:8]1[CH:13]=[CH:12][C:11]([C:18]2[CH:19]=[CH:20][C:21]([O:24][CH2:25][CH:26]3[CH2:31][CH2:30][N:29]([C:32]4[O:36][N:35]=[C:34]([CH:37]([CH3:39])[CH3:38])[N:33]=4)[CH2:28][CH2:27]3)=[CH:22][CH:23]=2)=[CH:10][CH:9]=1)(=[O:7])=[O:6] |f:2.3.4,^1:48,67|. Reported procedure: The title compound (4 mg, 2%) was prepared as a white solid from (4-{[(2-hydroxyethyl)amino]sulfonyl}phenyl)boronic acid (98 mg, 0.4 mmol), 4-{[(4-bromophenyl)oxy]methyl}-1-[3-(1-methylethyl)-1,2,4-oxadiazol-5-yl]piperidine (prepared as in Example 24, Step 1, 152 mg, 0.4 mmol), Pd(PPh3)2Cl2 (100 mg, 0.14 mmol), 2M Na2CO3 (2 mL) and DME (2 mL) in a manner similar to Example 21, Step 3. 1H NMR (400 MHz, CDCl3): δ 7.90 (d, 2H, J=8.6 Hz), 7.68 (d, 2H, J=8.4 Hz), 7.54 (d, 2H, J=8.8 Hz), 6.98 (d, 2H, ... The reactants are ClCCl, CCl, [Na+], CN(C)C=O, [OH-], O=P(Cl)(Cl)Cl, c1cn2cncc2s1. As a reaction SMILES: [Cl:21][CH2:22][Cl:23].[Cl:24][CH3:25].[Na+:20].[O:1]=[CH:2][N:3]([CH3:4])[CH3:5].[OH-:19].[P:6]([Cl:7])([Cl:8])([Cl:9])=[O:10].[s:11]1[c:12]2[n:13]([cH:14][cH:15]1)[cH:16][n:17][cH:18]2>>[O:1]=[CH:2][c:16]1[n:13]2[c:12]([s:11][cH:15][cH:14]2)[cH:18][n:17]1. Yields the product O=Cc1ncc2sccn12.